From a dataset of the Open Reaction Database (ORD), a public repository of structured organic reaction records. describe an organic reaction: reactants, conditions, products, and yield Starting materials: Cl (Hydrochloric acid), C(C)(C)(C)OC(=O)NC1=NC=CC=C1C (2-(tert-butoxycarbonylamino)-3-methylpyridine), CN(C=O)C (dimethylformamide), C(CCCCC)[Li] (hexyllithium). Run in O1CCCC1 (tetrahydrofuran). Conditions: temperature -15 celsius, time 15 minute. The product is N1C=CC=2C1=NC=CC2 (1H-Pyrrolo[2,3-b]pyridine). RXN SMILES: C(O[C:6]([NH:8][C:9]1[C:14]([CH3:15])=[CH:13][CH:12]=[CH:11][N:10]=1)=O)(C)(C)C.C([Li])CCCCC.CN(C)C=O.Cl>O1CCCC1>[NH:8]1[C:9]2=[N:10][CH:11]=[CH:12][CH:13]=[C:14]2[CH:15]=[CH:6]1. Procedure details: To a stirred solution of 2-(tert-butoxycarbonylamino)-3-methylpyridine (Example 2a) (100 g) in anhydrous tetrahydrofuran and cooled to -15° C. was slowly added hexyllithium (2.8M, 350 ml) over 40 minutes, while maintaining the reaction temperature at -15° C. The reaction mixture was aged at -15° C. for 15 minutes and then allowed to warm to -5° C. Anhydrous dimethylformamide (40 ml) was added in one portion (temp. to 5° C.) and the resulting yellow suspension vigorously stirred at ambient temper... Reactants: CC(C)C[AlH]CC(C)C (DIBAH), CC1OC2=C(NC1=O)C=C(C=C2)C(=O)OC ((±)-2-methyl-3-oxo-6-(methoxycarbonyl)-3,4-dihydro-2H-1,4-benzoxazine), C(C)(C)O (isopropanol), O (water). The solvent is C1(=CC=CC=C1)C (toluene), C1(=CC=CC=C1)C (toluene), O1CCCC1 (tetrahydrofuran). Conditions: temperature -15 celsius, time 45 minute. The product is CC1OC2=C(NC1=O)C=C(C=C2)CO ((±)-2-Methyl-3-oxo-6-hydroxymethyl-3,4-dihydro-2H-1,4-benzoxazine). Reaction SMILES: [CH3:1][CH:2]1[C:7](=[O:8])[NH:6][C:5]2[CH:9]=[C:10]([C:13](OC)=[O:14])[CH:11]=[CH:12][C:4]=2[O:3]1.CC(C[AlH]CC(C)C)C.C(O)(C)C.O>O1CCCC1.C1(C)C=CC=CC=1>[CH3:1][CH:2]1[C:7](=[O:8])[NH:6][C:5]2[CH:9]=[C:10]([CH2:13][OH:14])[CH:11]=[CH:12][C:4]=2[O:3]1. Procedure details: 10.3 g (46.6 mmol) of (±)-2-methyl-3-oxo-6-(methoxycarbonyl)-3,4-dihydro-2H-1,4-benzoxazine is dissolved in 164 ml of tetrahydrofuran. After 330 ml of toluene is added, the solution is cooled to −15° C. At this temperature, 144.2 ml of a 20% DIBAH solution in toluene is added in drops within 30 minutes. A color change from yellow to orange takes place. After 45 minutes of stirring at −15° C., 31 ml of isopropanol is added in drops at this temperature, and 68 ml of water is added in drops at 0° C... Reactants: CNN (Methylhydrazine), O1CCOCC(C1)N(C(OC(C)(C)C)=O)N1C(C2=CC=CC=C2C1=O)=O (t-butyl 1,4-dioxepan-6-yl(1,3-dioxoisoindolin-2-yl)carbamate). Run in C1CCOC1 (THF). Conditions: time 3 day. The product is O1CCOCC(C1)N(N)C(=O)OC(C)(C)C (t-butyl 1-(1,4-dioxepan-6-yl)hydrazinecarboxylate). Yield: 86.4%. RXN SMILES: CNN.[O:4]1[CH2:10][CH:9]([N:11]([N:19]2C(=O)C3C(=CC=CC=3)C2=O)[C:12](=[O:18])[O:13][C:14]([CH3:17])([CH3:16])[CH3:15])[CH2:8][O:7][CH2:6][CH2:5]1>C1COCC1>[O:4]1[CH2:10][CH:9]([N:11]([C:12]([O:13][C:14]([CH3:17])([CH3:16])[CH3:15])=[O:18])[NH2:19])[CH2:8][O:7][CH2:6][CH2:5]1. Procedure details: Methylhydrazine (0.21 mL) was added dropwise to a solution of t-butyl 1,4-dioxepan-6-yl(1,3-dioxoisoindolin-2-yl)carbamate (710 mg) in THF (7 mL) over 1 minute. The reaction mixture was stirred at room temperature for 3 days and further stirred at 50° C. for 11 hours. After the reaction mixture was returned to room temperature, the insoluble matter was removed from the reaction mixture by filtration. The filtrate was concentrated under reduced pressure. After toluene was added to the residue, pr... Starting materials: product, COC([C@H](CNC(CCNC(C1=CC=C(C=C1)C(NC(=O)OC(C)(C)C)=N)=O)=O)NS(=O)(=O)C1=CC=CC=C1)=O ((2S)-2-Benzenesulfonylamino-3-(3-(4-(N-t-butoxycarbonylamidino)benzoylamino)propanoylamino)propanoic acid methyl ester), C(=O)(C(F)(F)F)O (TFA). Conditions: time 30 minute. The product is OC(=O)C(F)(F)F.C(N)(=N)C1=CC=C(C(=O)NCCC(=O)NC[C@@H](C(=O)O)NS(=O)(=O)C2=CC=CC=C2)C=C1 ((2S)-3-(3-(4-Amidinobenzoylamino)propanoylamino)-2-benzenesulfonylaminopropanic acid TFA salt). Reaction SMILES: C[O:2][C:3](=[O:40])[C@@H:4]([NH:30][S:31]([C:34]1[CH:39]=[CH:38][CH:37]=[CH:36][CH:35]=1)(=[O:33])=[O:32])[CH2:5][NH:6][C:7](=[O:29])[CH2:8][CH2:9][NH:10][C:11](=[O:28])[C:12]1[CH:17]=[CH:16][C:15]([C:18](=[NH:27])[NH:19]C(OC(C)(C)C)=O)=[CH:14][CH:13]=1.[C:41]([OH:47])([C:43]([F:46])([F:45])[F:44])=[O:42]>>[OH:47][C:41]([C:43]([F:46])([F:45])[F:44])=[O:42].[C:18]([C:15]1[CH:16]=[CH:17][C:12]([C:11]([NH:10][CH2:9][CH2:8][C:7]([NH:6][CH2:5][C@H:4]([NH:30][S:31]([C:34]2[CH:39]=[CH:38][CH:37]=[CH:36][CH:35]=2)(=[O:33])=[O:32])[C:3]([OH:40])=[O:2])=[O:29])=[O:28])=[CH:13][CH:14]=1)(=[NH:19])[NH2:27] |f:2.3|. Procedure: The product (0.385 g) obtained in the above (8) is dissolved in TFA (5 ml) under ice-cooling, and the mixture is stirred for 30 minutes, and then stirred at room temperature for one hour. The TFA is distilled off, and a mixture of acetic acid (2 ml) and water (8 ml) is added to the residue, and the mixture is refluxed for 11 hours. The reaction mixture is concentrated under reduced pressure, and the residue is purified by HPLC to give the desired compound (97 mg) as a white powder. The reactants are C1CCOC1, Cc1cccc(C)c1Nc1nn(CCC2CO2)c2nc(Nc3ccccc3)ncc12, CNC, CCO. Product: Cc1cccc(C)c1Nc1nn(CCC(O)CN(C)C)c2nc(Nc3ccccc3)ncc12. As a reaction SMILES: [CH2:31]1[O:32][CH2:33][CH2:34][CH2:35]1.[CH3:1][c:2]1[c:3]([NH:9][c:10]2[n:11][n:12]([CH2:26][CH2:27][CH:28]3[O:29][CH2:30]3)[c:13]3[n:14][c:15]([NH:19][c:20]4[cH:21][cH:22][cH:23][cH:24][cH:25]4)[n:16][cH:17][c:18]23)[c:4]([CH3:8])[cH:5][cH:6][cH:7]1.[CH3:36][NH:37][CH3:38].[CH3:39][CH2:40][OH:41]>>[CH3:1][c:2]1[c:3]([NH:9][c:10]2[n:11][n:12]([CH2:26][CH2:27][CH:28]([OH:29])[CH2:30][N:37]([CH3:36])[CH3:38])[c:13]3[n:14][c:15]([NH:19][c:20]4[cH:21][cH:22][cH:23][cH:24][cH:25]4)[n:16][cH:17][c:18]23)[c:4]([CH3:8])[cH:5][cH:6][cH:7]1. The reactants are FC1=CC=C2C(=NN(C2=C1)C)[Sn](CCCC)(CCCC)CCCC (6-fluoro-1-methyl-3-(tributylstannyl)-1H-indazole), BrC=1N=C2C(=NC1)N(C=C2C(=O)OC)COC(C(C)(C)C)=O (methyl 2-bromo-5-(pivaloyloxymethyl)-5H-pyrrolo[2,3-b]pyrazine-7-carboxylate). Reagents/catalysts: [Cu]I (CuI), C=1C=CC(=CC1)[P](C=2C=CC=CC2)(C=3C=CC=CC3)[Pd]([P](C=4C=CC=CC4)(C=5C=CC=CC5)C=6C=CC=CC6)([P](C=7C=CC=CC7)(C=8C=CC=CC8)C=9C=CC=CC9)[P](C=1C=CC=CC1)(C=1C=CC=CC1)C=1C=CC=CC1 (Pd(PPh3)4). The solvent is CN(C)C=O (DMF). Run at temperature 90 celsius, time 16 hour. The product is FC1=CC=C2C(=NN(C2=C1)C)C=1N=C2C(=NC1)N(C=C2C(=O)OC)COC(C(C)(C)C)=O (methyl 2-(6-fluoro-1-methyl-1H-indazol-3-yl)-5-(pivaloyloxymethyl)-5H-pyrrolo[2,3-b]pyrazine-7-carboxylate). Isolated yield 85.2%. As a reaction SMILES: [F:1][C:2]1[CH:10]=[C:9]2[C:5]([C:6]([Sn](CCCC)(CCCC)CCCC)=[N:7][N:8]2[CH3:11])=[CH:4][CH:3]=1.Br[C:26]1[N:27]=[C:28]2[C:34]([C:35]([O:37][CH3:38])=[O:36])=[CH:33][N:32]([CH2:39][O:40][C:41](=[O:46])[C:42]([CH3:45])([CH3:44])[CH3:43])[C:29]2=[N:30][CH:31]=1>CN(C=O)C.[Cu]I.C1C=CC([P]([Pd]([P](C2C=CC=CC=2)(C2C=CC=CC=2)C2C=CC=CC=2)([P](C2C=CC=CC=2)(C2C=CC=CC=2)C2C=CC=CC=2)[P](C2C=CC=CC=2)(C2C=CC=CC=2)C2C=CC=CC=2)(C2C=CC=CC=2)C2C=CC=CC=2)=CC=1>[F:1][C:2]1[CH:10]=[C:9]2[C:5]([C:6]([C:26]3[N:27]=[C:28]4[C:34]([C:35]([O:37][CH3:38])=[O:36])=[CH:33][N:32]([CH2:39][O:40][C:41](=[O:46])[C:42]([CH3:44])([CH3:43])[CH3:45])[C:29]4=[N:30][CH:31]=3)=[N:7][N:8]2[CH3:11])=[CH:4][CH:3]=1 |^1:57,59,78,97|. Procedure: To a stirred solution of 6-fluoro-1-methyl-3-(tributylstannyl)-1H-indazole (0.51 g, 0.616 mmol), methyl 2-bromo-5-(pivaloyloxymethyl)-5H-pyrrolo[2,3-b]pyrazine-7-carboxylate (0.18 g, 0.486 mmol) in 6 mL of DMF were added CuI (0.04 g, 0.21 mmol) and Pd(PPh3)4 (0.057 g, 0.045 mmol) in one portion under nitrogen at room temperature. Then the reaction mixture was degassed by bubbling nitrogen for 10 minutes and stirred at 90° C. under nitrogen for 16 hours. The solvent was evaporated at 70° C. under... Reactants: N1C=NC=C1 (imidazole), ClC=1N=C(C2=C(N1)SC(=C2)[N+](=O)[O-])NCC2=CC1=C(C=C2)OCO1 (2-chloro-6-nitro-4-(3,4-methylenedioxybenzylamino)-thieno-[2,3-d]-pyrimidine). Yields the product N1(C=NC=C1)C=1N=C(C2=C(N1)SC(=C2)[N+](=O)[O-])NCC2=CC1=C(C=C2)OCO1 (2-(imidazol-1-yl)-6-nitro-4-(3,4-methylenedioxybenzylamino)-thieno-[2,3-d]-pyrimidine). RXN SMILES: [NH:1]1[CH:5]=[CH:4][N:3]=[CH:2]1.Cl[C:7]1[N:8]=[C:9]([NH:19][CH2:20][C:21]2[CH:26]=[CH:25][C:24]3[O:27][CH2:28][O:29][C:23]=3[CH:22]=2)[C:10]2[CH:15]=[C:14]([N+:16]([O-:18])=[O:17])[S:13][C:11]=2[N:12]=1>>[N:1]1([C:7]2[N:8]=[C:9]([NH:19][CH2:20][C:21]3[CH:26]=[CH:25][C:24]4[O:27][CH2:28][O:29][C:23]=4[CH:22]=3)[C:10]3[CH:15]=[C:14]([N+:16]([O-:18])=[O:17])[S:13][C:11]=3[N:12]=2)[CH:5]=[CH:4][N:3]=[CH:2]1. Procedure details: Following the procedure of Example 97, the reaction of imidazole with 2-chloro-6-nitro-4-(3,4-methylenedioxybenzylamino)-thieno-[2,3-d]-pyrimidine gives 2-(imidazol-1-yl)-6-nitro-4-(3,4-methylenedioxybenzylamino)-thieno-[2,3-d]-pyrimidine. The reactants are FC(C(C(F)(F)F)(C(F)(F)F)O)(F)F (perfluoro-tertiary-butyl alcohol), C(C(=C)C)(=O)Cl (methacrylyl chloride), CC1=NC=CC=C1 (2-methyl pyridine). Product: C(C(=C)C)(=O)OC(C(F)(F)F)(C(F)(F)F)C(F)(F)F (Perfluoro-tertiary-butyl methacrylate). The yield is 78.0%. As a reaction SMILES: [F:1][C:2]([F:14])([F:13])[C:3]([OH:12])([C:8]([F:11])([F:10])[F:9])[C:4]([F:7])([F:6])[F:5].[C:15](Cl)(=[O:19])[C:16]([CH3:18])=[CH2:17].CC1C=CC=CN=1>>[C:15]([O:12][C:3]([C:4]([F:7])([F:6])[F:5])([C:8]([F:9])([F:11])[F:10])[C:2]([F:13])([F:14])[F:1])(=[O:19])[C:16]([CH3:18])=[CH2:17]. Procedure details: Perfluoro-tertiary-butyl methacrylate was prepared from perfluoro-tertiary-butyl alcohol and methacrylyl chloride with 2-methyl pyridine as the acid acceptor without added solvent. The yield was 78%. The boiling point was 30° C./0.5 mm. This material is useful as a monomer for making plastics and resins. Starting materials: N#Cc1cccc(-c2ccc(Cl)nn2)c1, NN, O, c1ccncc1. The product is N#Cc1cccc(-c2ccc(NN)nn2)c1. RXN SMILES: [Cl:1][c:2]1[cH:3][cH:4][c:5](-[c:8]2[cH:9][c:10]([C:11]#[N:12])[cH:13][cH:14][cH:15]2)[n:6][n:7]1.[NH2:17][NH2:18].[OH2:16].[cH:19]1[cH:20][cH:21][n:22][cH:23][cH:24]1>>[c:2]1([NH:17][NH2:18])[cH:3][cH:4][c:5](-[c:8]2[cH:9][c:10]([C:11]#[N:12])[cH:13][cH:14][cH:15]2)[n:6][n:7]1.